Dataset: the Open Reaction Database (ORD), a public repository of structured organic reaction records. Task: describe an organic reaction: reactants, conditions, products, and yield The reactants are N1(CCOCC1)C1=NC=CC(=C1)N (2-Morpholin-4-yl-pyridin-4-ylamine), C=1C=CC(=CC1)P(C=2C=CC=CC2)C3=CC=C4C=CC=CC4=C3C5=C6C=CC=CC6=CC=C5P(C=7C=CC=CC7)C=8C=CC=CC8 (BINAP), CS2CO3, COC(C(=O)C1=CC=C(C2=CC=CC=C12)Br)=O ((4-Bromo-naphthalen-1-yl)-oxo-acetic acid methyl ester). The solvent is C1(=CC=CC=C1)C.O1CCOCC1 (toluene Dioxane), CC(=O)[O-].CC(=O)[O-].[Pd+2] (Pd(OAc)2). Conditions: time 18 hour. Yields the product COC(C(=O)C1=CC=C(C2=CC=CC=C12)NC1=CC(=NC=C1)N1CCOCC1)=O ([4-(2-Morpholin-4-yl-pyridin-4-ylamino)-naphthalen-1-yl]-oxo-acetic acid methyl ester). Yield: 40.6%. Reaction SMILES: [N:1]1([C:7]2[CH:12]=[C:11]([NH2:13])[CH:10]=[CH:9][N:8]=2)[CH2:6][CH2:5][O:4][CH2:3][CH2:2]1.[CH3:14][O:15][C:16](=[O:30])[C:17]([C:19]1[C:28]2[C:23](=[CH:24][CH:25]=[CH:26][CH:27]=2)[C:22](Br)=[CH:21][CH:20]=1)=[O:18].C1C=CC(P(C2C(C3C(P(C4C=CC=CC=4)C4C=CC=CC=4)=CC=C4C=3C=CC=C4)=C3C(C=CC=C3)=CC=2)C2C=CC=CC=2)=CC=1>C1(C)C=CC=CC=1.O1CCOCC1.CC([O-])=O.CC([O-])=O.[Pd+2]>[CH3:14][O:15][C:16](=[O:30])[C:17]([C:19]1[C:28]2[C:23](=[CH:24][CH:25]=[CH:26][CH:27]=2)[C:22]([NH:13][C:11]2[CH:10]=[CH:9][N:8]=[C:7]([N:1]3[CH2:2][CH2:3][O:4][CH2:5][CH2:6]3)[CH:12]=2)=[CH:21][CH:20]=1)=[O:18] |f:3.4,5.6.7|. Reported procedure: 2-Morpholin-4-yl-pyridin-4-ylamine (159 mg, 0.88 mmol) and (4-Bromo-naphthalen-1-yl)-oxo-acetic acid methyl ester (18) (260 mg, 0.89 mmol) were suspended in 6 mL toluene/Dioxane 1/1 and Pd(OAc)2 (6 mg, 3 mol %), BINAP (27 mg, 5 mol %) and CS2CO3 (858 mg, 2.64 mmol) were added. The reaction mixture was stirred from 80° C. to 80° C. over 18 hrs. The cooled mixture was purified by column chromatography (0-100% EtOAc/Hex) to yield 140 mg of product. This product was subjected to the methods describe... Reactants: ClC1=NC(=C2N=CN(C2=N1)[C@H]1[C@@H]([C@@H]([C@H](C1)N1N=CC(=C1)CC)O)O)NCC(C1=CC=CC=C1)C1=CC=CC=C1 ((1R,2S,3R,5S)-3-[2-chloro-6-(2,2-diphenyl-ethylamino)-purin-9-yl]-5-(4-ethyl-pyrazol-1-yl)-cyclopentane-1,2-diol), FC(C(=O)O)(F)F.C1(=CC=CC=C1)C(CNC1=C2N=CN(C2=NC(=N1)NCCN1CCCCC1)[C@H]1[C@@H]([C@@H]([C@H](C1)N1N=CC(=C1)CO)O)O)C1=CC=CC=C1 ((1R,2S,3R,5S)-3-[6-(2,2-diphenyl-ethylamino)-2-(2-piperidin-1-yl-ethylamino)-purin-9-yl]-5-(4-hydroxymethyl-pyrazol-1-yl)-cyclopentane-1,2-diol trifluoro-acetate), C(C)N1C=NC(=C1)CCN (2-(1-ethyl-1H-imidazol-4-yl)-ethylamine). Product: FC(C(=O)O)(F)F.C1(=CC=CC=C1)C(CNC1=C2N=CN(C2=NC(=N1)NCCC=1N=CN(C1)CC)[C@H]1[C@@H]([C@@H]([C@H](C1)N1N=CC(=C1)CC)O)O)C1=CC=CC=C1 ((1R,2S,3R,5S)-3-{6-(2,2-Diphenyl-ethylamino)-2-[2-(1-ethyl-1H-imidazol-4-yl)-ethylamino]-purin-9-yl}-5-(4-ethyl-pyrazol-1-yl)-cyclopentane-1,2-diol trifluoroacetate). RXN SMILES: Cl[C:2]1[N:10]=[C:9]2[C:5]([N:6]=[CH:7][N:8]2[C@@H:11]2[CH2:15][C@H:14]([N:16]3[CH:20]=[C:19]([CH2:21][CH3:22])[CH:18]=[N:17]3)[C@@H:13]([OH:23])[C@H:12]2[OH:24])=[C:4]([NH:25][CH2:26][CH:27]([C:34]2[CH:39]=[CH:38][CH:37]=[CH:36][CH:35]=2)[C:28]2[CH:33]=[CH:32][CH:31]=[CH:30][CH:29]=2)[N:3]=1.[F:40][C:41]([F:46])([F:45])[C:42]([OH:44])=[O:43].C1(C(C2C=CC=CC=2)CNC2N=C(NCCN3CCCCC3)N=C3C=2N=CN3[C@@H]2C[C@H](N3C=C(CO)C=N3)[C@@H](O)[C@H]2O)C=CC=CC=1.[CH2:94]([N:96]1[CH:100]=[C:99]([CH2:101][CH2:102][NH2:103])[N:98]=[CH:97]1)[CH3:95]>>[F:40][C:41]([F:46])([F:45])[C:42]([OH:44])=[O:43].[C:34]1([CH:27]([C:28]2[CH:33]=[CH:32][CH:31]=[CH:30][CH:29]=2)[CH2:26][NH:25][C:4]2[N:3]=[C:2]([NH:103][CH2:102][CH2:101][C:99]3[N:98]=[CH:97][N:96]([CH2:94][CH3:95])[CH:100]=3)[N:10]=[C:9]3[C:5]=2[N:6]=[CH:7][N:8]3[C@@H:11]2[CH2:15][C@H:14]([N:16]3[CH:20]=[C:19]([CH2:21][CH3:22])[CH:18]=[N:17]3)[C@@H:13]([OH:23])[C@H:12]2[OH:24])[CH:39]=[CH:38][CH:37]=[CH:36][CH:35]=1 |f:1.2,4.5|. Reported procedure: This compound is prepared from (1R,2S,3R,5S)-3-[2-chloro-6-(2,2-diphenyl-ethylamino)-purin-9-yl]-5-(4-ethyl-pyrazol-1-yl)-cyclopentane-1,2-diol (Intermediate BA8) using a procedure analogous to that of (1R,2S,3R,5S)-3-[6-(2,2-diphenyl-ethylamino)-2-(2-piperidin-1-yl-ethylamino)-purin-9-yl]-5-(4-hydroxymethyl-pyrazol-1-yl)-cyclopentane-1,2-diol trifluoro-acetate (Example 461 by replacing 1-(2-amino-ethyl)piperidine with 2-(1-ethyl-1H-imidazol-4-yl)-ethylamine (intermediate CD). MS (ES+) m/e 647.4... The product is CC(C)(Cc1ccc2c(c1)OCO2)[N+](=O)[O-]. Reactants: C, CC(C)(C(Cl)c1ccc2c(c1)OCO2)[N+](=O)[O-], CCO, CCOC(C)=O, [O-][Cl+3]([O-])([O-])O, [H][H], [Pd]. As a reaction SMILES: [C:34].[CH2:1]1[O:2][c:3]2[cH:4][c:5]([CH:10]([C:11]([CH3:12])([N+:13](=[O:14])[O-:15])[CH3:16])[Cl:17])[cH:6][cH:7][c:8]2[O:9]1.[CH3:23][CH2:24][OH:25].[CH3:28][CH2:29][O:30][C:31](=[O:32])[CH3:33].[Cl+3:18]([OH:19])([O-:20])([O-:21])[O-:22].[H:26][H:27].[Pd:35]>>[CH2:1]1[O:2][c:3]2[cH:4][c:5]([CH2:10][C:11]([CH3:12])([N+:13](=[O:14])[O-:15])[CH3:16])[cH:6][cH:7][c:8]2[O:9]1. Reactants: Cc1cc(Br)ccc1N, Cl, O=N[O-], [Na+], [Na+], [OH-], O, Cl[Sn]Cl. Yields the product Cc1cc(Br)ccc1NN. As a reaction SMILES: [Br:1][c:2]1[cH:3][c:4]([CH3:9])[c:5]([NH2:6])[cH:7][cH:8]1.[ClH:19].[N:10]([O-:11])=[O:12].[Na+:13].[Na+:18].[OH-:17].[OH2:20].[Sn:14]([Cl:15])[Cl:16]>>[Br:1][c:2]1[cH:3][c:4]([CH3:9])[c:5]([NH:6][NH2:10])[cH:7][cH:8]1. The reactants are CCCCCCCC(=O)Cl, CCOC(C)=O, CO, ClCCCl, Cl, [K+], [K+], [Na+], O=C([O-])O, O=C([O-])[O-], O, CCOc1cccc(-c2n[nH]c(-c3ccccc3CO)n2)c1, Cc1ccccc1. Yields the product CCCCCCCC(=O)OCc1ccccc1-c1nc(-c2cccc(OCC)c2)n[nH]1. RXN SMILES: [C:23]([CH2:24][CH2:25][CH2:26][CH2:27][CH2:28][CH2:29][CH3:30])(=[O:31])[Cl:32].[C:52]([O:53][CH2:54][CH3:55])(=[O:56])[CH3:57].[CH3:50][OH:51].[Cl:45][CH2:46][CH2:47][Cl:48].[ClH:38].[K+:39].[K+:40].[Na+:37].[O-:33][C:34]([OH:35])=[O:36].[O-:41][C:42]([O-:43])=[O:44].[OH2:49].[OH:1][CH2:2][c:3]1[c:4](-[c:9]2[n:10][c:11](-[c:14]3[cH:15][c:16]([O:20][CH2:21][CH3:22])[cH:17][cH:18][cH:19]3)[n:12][nH:13]2)[cH:5][cH:6][cH:7][cH:8]1.[c:58]1([CH3:59])[cH:60][cH:61][cH:62][cH:63][cH:64]1>>[O:1]([CH2:2][c:3]1[c:4](-[c:9]2[n:10][c:11](-[c:14]3[cH:15][c:16]([O:20][CH2:21][CH3:22])[cH:17][cH:18][cH:19]3)[n:12][nH:13]2)[cH:5][cH:6][cH:7][cH:8]1)[C:23]([CH2:24][CH2:25][CH2:26][CH2:27][CH2:28][CH2:29][CH3:30])=[O:31]. The reactants are CCO, Cl, Cc1ccc(S(=O)(=O)NCC(CCCNCc2cccc([N+](=O)[O-])c2)(c2ccccc2)c2ccccc2)cc1. Yields the product Cc1ccc(S(=O)(=O)NCC(CCCNCc2cccc(N)c2)(c2ccccc2)c2ccccc2)cc1. As a reaction SMILES: [CH3:41][CH2:42][OH:43].[ClH:40].[c:1]1([C:7]([CH2:8][CH2:9][CH2:10][NH:11][CH2:12][c:13]2[cH:14][c:15]([N+:19]([O-:20])=[O:21])[cH:16][cH:17][cH:18]2)([CH2:22][NH:23][S:24](=[O:25])(=[O:26])[c:27]2[cH:28][cH:29][c:30]([CH3:31])[cH:32][cH:33]2)[c:34]2[cH:35][cH:36][cH:37][cH:38][cH:39]2)[cH:2][cH:3][cH:4][cH:5][cH:6]1>>[c:1]1([C:7]([CH2:8][CH2:9][CH2:10][NH:11][CH2:12][c:13]2[cH:14][c:15]([NH2:19])[cH:16][cH:17][cH:18]2)([CH2:22][NH:23][S:24](=[O:25])(=[O:26])[c:27]2[cH:28][cH:29][c:30]([CH3:31])[cH:32][cH:33]2)[c:34]2[cH:35][cH:36][cH:37][cH:38][cH:39]2)[cH:2][cH:3][cH:4][cH:5][cH:6]1. Starting materials: CSc1cncc(-c2nc(=O)c3ccccc3s2)n1, ClC(Cl)Cl, O=C(OO)c1cccc(Cl)c1. Reaction SMILES: [CH3:1][S:2][c:3]1[cH:4][n:5][cH:6][c:7](-[c:9]2[s:10][c:11]3[c:12]([c:13](=[O:15])[n:14]2)[cH:16][cH:17][cH:18][cH:19]3)[n:8]1.[CH:31]([Cl:32])([Cl:33])[Cl:34].[OH:20][O:21][C:22]([c:23]1[cH:24][c:25]([Cl:26])[cH:27][cH:28][cH:29]1)=[O:30]>>[CH3:1][S:2]([c:3]1[cH:4][n:5][cH:6][c:7](-[c:9]2[s:10][c:11]3[c:12]([c:13](=[O:15])[n:14]2)[cH:16][cH:17][cH:18][cH:19]3)[n:8]1)=[O:20]. Product: CS(=O)c1cncc(-c2nc(=O)c3ccccc3s2)n1. Starting materials: OCCC1NC2=CC=CC=C2C1 (2-(2-Hydroxyethyl)indoline), N(=C=S)C1=C2C=C(N=CC2=CC=C1)C (5-isothiocyanato-3-methylisoquinoline). Solvent: C(C)O (ethanol). Conditions: time 24 hour. Product: OCCC1N(C2=CC=CC=C2C1)C(NC1=C2C=C(N=CC2=CC=C1)C)=S ((RS)-2-(2-Hydroxyethyl)-N-(3-methylisoquinol-5-yl)indoline-1-carbothioamide). Isolated yield 54.0%. Reaction SMILES: [OH:1][CH2:2][CH2:3][CH:4]1[CH2:12][C:11]2[C:6](=[CH:7][CH:8]=[CH:9][CH:10]=2)[NH:5]1.[N:13]([C:16]1[CH:25]=[CH:24][CH:23]=[C:22]2[C:17]=1[CH:18]=[C:19]([CH3:26])[N:20]=[CH:21]2)=[C:14]=[S:15]>C(O)C>[OH:1][CH2:2][CH2:3][CH:4]1[CH2:12][C:11]2[C:6](=[CH:7][CH:8]=[CH:9][CH:10]=2)[N:5]1[C:14](=[S:15])[NH:13][C:16]1[CH:25]=[CH:24][CH:23]=[C:22]2[C:17]=1[CH:18]=[C:19]([CH3:26])[N:20]=[CH:21]2. Procedure: 2-(2-Hydroxyethyl)indoline (43 g) and 5-isothiocyanato-3-methylisoquinoline (52 g) are dissolved in ethanol (800 cc). The solution, which is kept for 24 hours at a temperature of about 20° C., deposits a solid which is isolated by filtration, washed with ethanol (3×50 cc) and dried. (RS)-2-(2-Hydroxyethyl)-N-(3-methylisoquinol-5-yl)indoline-1-carbothioamide (51 g), a white solid, is obtained. Reactants: COC(=O)C1=CC2=C(S1)C=C(C=C2OC)CC=2NC=CN2 (6-(1-imidazolylmethyl)-4-methoxybenzo[b]thiophene-2-carboxylic acid methyl ester), Br (hydrobromic acid). Solvent: C(C)(=O)O (acetic acid). Product: OC1=CC(=CC=2SC(=CC21)C(=O)O)CC=2NC=CN2 (4-hydroxy-6-(1-imidazolylmethyl)benzo[b]thiophene-2-carboxylic acid). Isolated yield 57.3%. RXN SMILES: C[O:2][C:3]([C:5]1[S:9][C:8]2[CH:10]=[C:11]([CH2:16][C:17]3[NH:18][CH:19]=[CH:20][N:21]=3)[CH:12]=[C:13]([O:14]C)[C:7]=2[CH:6]=1)=[O:4].Br>C(O)(=O)C>[OH:14][C:13]1[C:7]2[CH:6]=[C:5]([C:3]([OH:4])=[O:2])[S:9][C:8]=2[CH:10]=[C:11]([CH2:16][C:17]2[NH:21][CH:20]=[CH:19][N:18]=2)[CH:12]=1. Procedure details: A mixture of 6-(1-imidazolylmethyl)-4-methoxybenzo[b]thiophene-2-carboxylic acid methyl ester (100 mg.), 48% aqueous hydrobromic acid (2.0 ml.) and acetic acid (1.0 ml.) was heated under reflux for 4 hours and then evaporated. The residue was dissolved in water and the solution was basified with sodium hydroxide solution and filtered. The filtrate was acidified with acetic acid and the solid was filtered off, washed with water and dried to give 4-hydroxy-6-(1-imidazolylmethyl)benzo[b]thiophene-2... Isolated yield 99.0%. RXN SMILES: [NH2:1][C:2]1[N:34]=[C:5]2[C:6]([C:24]3[CH:29]=[CH:28][CH:27]=[C:26]([C:30]([F:33])([F:32])[F:31])[CH:25]=3)=[C:7]([CH3:23])[C:8]([C:10]3[N:14]([C:15]4[CH:22]=[CH:21][C:18]([C:19]#[N:20])=[CH:17][CH:16]=4)[N:13]=[CH:12][CH:11]=3)=[CH:9][N:4]2[N:3]=1.[Cl:35][CH2:36][CH2:37][CH2:38][N:39]=[C:40]=[O:41]>C1COCC1>[Cl:35][CH2:36][CH2:37][CH2:38][NH:39][C:40]([NH:1][C:2]1[N:34]=[C:5]2[C:6]([C:24]3[CH:29]=[CH:28][CH:27]=[C:26]([C:30]([F:32])([F:33])[F:31])[CH:25]=3)=[C:7]([CH3:23])[C:8]([C:10]3[N:14]([C:15]4[CH:16]=[CH:17][C:18]([C:19]#[N:20])=[CH:21][CH:22]=4)[N:13]=[CH:12][CH:11]=3)=[CH:9][N:4]2[N:3]=1)=[O:41]. The solvent is C1CCOC1 (THF). Procedure: A solution of 4-{5-[2-amino-7-methyl-8-(3-trifluoromethyl-phenyl)-[1,2,4]triazolo[1,5-a]pyridin-6-yl]-pyrazol-1-yl}-benzonitrile (Ex. 1, 100 mg, 0.218 mmol) and 3-chloropropyl isocyanate (111 μL, 1.089 mmol) in THF (2.5 mL) was heated at 120° C. for 3 hr using microwave irradiation. The reaction mixture was concentrated in vacuo then subjected to flash chromatography eluting with a gradient of 25-100% EtOAc in cyclohexane to give the title compound (125 mg). The reactants are NC1=NN2C(C(=C(C(=C2)C2=CC=NN2C2=CC=C(C#N)C=C2)C)C2=CC(=CC=C2)C(F)(F)F)=N1 (4-{5-[2-amino-7-methyl-8-(3-trifluoromethyl-phenyl)-[1,2,4]triazolo[1,5-a]pyridin-6-yl]-pyrazol-1-yl}-benzonitrile), ClCCCN=C=O (3-chloropropyl isocyanate). Yields the product ClCCCNC(=O)NC1=NN2C(C(=C(C(=C2)C=2N(N=CC2)C2=CC=C(C=C2)C#N)C)C2=CC(=CC=C2)C(F)(F)F)=N1 (1-(3-Chloro-propyl)-3-[6-[2-(4-cyano-phenyl)-2H-pyrazol-3-yl]-7-methyl-8-(3-trifluoromethyl-phenyl)-[1,2,4]triazolo[1,5-a]pyridin-2-yl]-urea).